This data is from the Open Reaction Database (ORD), a public repository of structured organic reaction records. The task is: describe an organic reaction: reactants, conditions, products, and yield The product is CC1=C(C(=CC(=C1)C)C)CC#N ((2,4,6-trimethylphenyl)acetonitrile). Procedure details: 66 g of sodium cyanide is refluxed in 100 mL water and 140 mL of ethanol with stirring, until a clear solution is formed. 136 g of 2-chloromethyl-1,3,5-trimethylbenzene is slowly added dropwise to this solution and the mixture is refluxed for 3 hours with stirring. It is diluted with 1 L of water and extracted three times with 200 mL of benzene. The combined organic phases are washed with water and the solvent is distilled off under reduced pressure. The residue is fractionally distilled. Yield:... RXN SMILES: [C-:1]#[N:2].[Na+].C(O)C.Cl[CH2:8][C:9]1[C:14]([CH3:15])=[CH:13][C:12]([CH3:16])=[CH:11][C:10]=1[CH3:17]>O>[CH3:17][C:10]1[CH:11]=[C:12]([CH3:16])[CH:13]=[C:14]([CH3:15])[C:9]=1[CH2:8][C:1]#[N:2] |f:0.1|. Reactants: C(C)O (ethanol), [C-]#N.[Na+] (sodium cyanide), ClCC1=C(C=C(C=C1C)C)C (2-chloromethyl-1,3,5-trimethylbenzene). Run in O (water), O (water). Reactants: ClC1=C(C=CC(=C1)Cl)N1N=C(C(NC1=O)=O)C (2-(2,4-dichlorophenyl)-6-methyl-1,2,4-triazine-3,5(2H,4H)-dione), [H-].[Na+] (sodium hydride), resultant mixture, IC (iodomethane), O (water). The solvent is CN(C=O)C (N,N-dimethylformamide), CN(C=O)C (N,N-dimethylformamide), CN(C=O)C (N,N-dimethylformamide). Conditions: time 0.5 hour. Product: ClC1=C(C=CC(=C1)Cl)N1N=C(C(N(C1=O)C)=O)C (2-(2,4-dichlorophenyl)-4,6-dimethyl-1,2,4-triazine-3,5(2H,4H)-dione). Isolated yield 45.4%. As a reaction SMILES: [Cl:1][C:2]1[CH:7]=[C:6]([Cl:8])[CH:5]=[CH:4][C:3]=1[N:9]1[C:14](=[O:15])[NH:13][C:12](=[O:16])[C:11]([CH3:17])=[N:10]1.[H-].[Na+].I[CH3:21].O>CN(C)C=O>[Cl:1][C:2]1[CH:7]=[C:6]([Cl:8])[CH:5]=[CH:4][C:3]=1[N:9]1[C:14](=[O:15])[N:13]([CH3:21])[C:12](=[O:16])[C:11]([CH3:17])=[N:10]1 |f:1.2|. Procedure: A solution of 1.1 g (0.0040 mole) of 2-(2,4-dichlorophenyl)-6-methyl-1,2,4-triazine-3,5(2H,4H)-dione in 5 mL of N,N-dimethylformamide was added to a stirred mixture of 0.11 g (0.0045 mole) of sodium hydride in 10 mL of N,N-dimethylformamide. After 0.5 hour, 0.63 g (0.0045 mole) of iodomethane in 5 mL of N,N-dimethylformamide was added, and the resultant mixture was stirred for approximately 18 hours. The mixture was poured into water and the resulting precipitate was collected and dissolved in e...